Task: describe an organic reaction: reactants, conditions, products, and yield. Dataset: the Open Reaction Database (ORD), a public repository of structured organic reaction records The reactants are CI (Methyl iodide), [H-].[Na+] (sodium hydride), C(C)(C)(C)OC(=O)N1[C@@H](CC2=CC=CC=C12)CO ((S)-2-hydroxymethyl-2,3-dihydro-indole-1-carboxylic acid tert-butyl ester). The solvent is [Cl-].[Na+].O (brine), C1CCOC1 (THF), C1CCOC1 (THF). Run at time 1 hour. The product is C(C)(C)(C)OC(=O)N1[C@@H](CC2=CC=CC=C12)COC ((S)-2-Methoxymethyl-2,3-dihydro-indole-1-carboxylic acid tert-butyl ester). The yield is 47.2%. Reaction SMILES: [H-].[Na+].[C:3]([O:7][C:8]([N:10]1[C:18]2[C:13](=[CH:14][CH:15]=[CH:16][CH:17]=2)[CH2:12][C@H:11]1[CH2:19][OH:20])=[O:9])([CH3:6])([CH3:5])[CH3:4].[CH3:21]I>C1COCC1.[Cl-].[Na+].O>[C:3]([O:7][C:8]([N:10]1[C:18]2[C:13](=[CH:14][CH:15]=[CH:16][CH:17]=2)[CH2:12][C@H:11]1[CH2:19][O:20][CH3:21])=[O:9])([CH3:6])([CH3:5])[CH3:4] |f:0.1,5.6.7|. Procedure details: To a slurry of sodium hydride (60%) (1.623 g, 40.5 mmol, 1.3 eq) in THF (15 mL) was added (S)-2-hydroxymethyl-2,3-dihydro-indole-1-carboxylic acid tert-butyl ester (7.760 g, 31.1 mmol, 1 eq) (J. Org. Chem, 62, 7679, 1997) in THF (100 mL) and the mixture was stirred at room temperature for 1 hr. Methyl iodide (3 mL, 48.2 mmol, 1.5 eq) was added and the reaction was stirred at room temperature overnight. It was then poured into brine and extracted with ethyl acetate. The combined organics were was... Starting materials: FC(C(=O)NC1=NN(C(C1)C1=CC=CC=C1)C1=CC=C(C=C1)C(C(F)(F)F)=O)(F)F (2,2,2-Trifluoro-N-[5-phenyl-1-(p-trifluoroacetylphenyl)-2-pyrazolin-3-yl]acetamide), C(CC)(=O)OC(CC)=O (propionic anhydride). The reagents and catalysts are CN(C1=CC=NC=C1)C (4-dimethylaminopyridine). Solvent: O (water). Product: C1(=CC=CC=C1)N1N=C(CC1C1=CC=CC=C1)NC(CC)=O (N-(1,5-Diphenyl-2-pyrazolin-3-yl)propionamide). RXN SMILES: FC(F)(F)[C:3]([NH:5][C:6]1[CH2:10][CH:9]([C:11]2[CH:16]=[CH:15][CH:14]=[CH:13][CH:12]=2)[N:8]([C:17]2[CH:22]=[CH:21][C:20](C(=O)C(F)(F)F)=[CH:19][CH:18]=2)[N:7]=1)=[O:4].[C:31](OC(=O)CC)(=O)[CH2:32]C>CN(C)C1C=CN=CC=1.O>[C:17]1([N:8]2[CH:9]([C:11]3[CH:16]=[CH:15][CH:14]=[CH:13][CH:12]=3)[CH2:10][C:6]([NH:5][C:3](=[O:4])[CH2:31][CH3:32])=[N:7]2)[CH:22]=[CH:21][CH:20]=[CH:19][CH:18]=1. Reported procedure: A mixture of 10.0 g. of 3-amino-1,5-diphenyl-2-pyrazoline (prepared in Example 4), 30.0 ml. of propionic anhydride and 500 mg. of 4-dimethylaminopyridine is heated on a steam bath for 3 hours. The mixture is poured into water to separate an oil. The oil crystallizes and the solid is collected by filtration. The solid is dissolved in dichloromethane. The solution is dried over anhydrous sodium sulfate then is columnized and recrystallized twice as for Example 26 (A) to give 6.0 g. of the product ... RXN SMILES: [CH3:36][NH2:37].[Cl:1][CH2:2][CH2:3][O:4][c:5]1[cH:6][c:7]2[c:8](-[c:28]3[cH:29][cH:30][c:31]([O:34][CH3:35])[cH:32][cH:33]3)[c:9]([C:23](=[O:24])[O:25][CH2:26][CH3:27])[n:10]([CH2:14][c:15]3[cH:16][c:17]([O:21][CH3:22])[cH:18][cH:19][cH:20]3)[c:11]2[cH:12][cH:13]1.[O:38]1[CH2:39][CH2:40][CH2:41][CH2:42]1>>[CH2:2]([CH2:3][O:4][c:5]1[cH:6][c:7]2[c:8](-[c:28]3[cH:29][cH:30][c:31]([O:34][CH3:35])[cH:32][cH:33]3)[c:9]([C:23](=[O:24])[O:25][CH2:26][CH3:27])[n:10]([CH2:14][c:15]3[cH:16][c:17]([O:21][CH3:22])[cH:18][cH:19][cH:20]3)[c:11]2[cH:12][cH:13]1)[NH:37][CH3:36]. The product is CCOC(=O)c1c(-c2ccc(OC)cc2)c2cc(OCCNC)ccc2n1Cc1cccc(OC)c1. Starting materials: CN, CCOC(=O)c1c(-c2ccc(OC)cc2)c2cc(OCCCl)ccc2n1Cc1cccc(OC)c1, C1CCOC1. Reactants: BrC=1C=C(C=O)C=CC1 (3-bromobenzaldehyde), C(CO)O (ethylene glycol), C1(=CC=C(C=C1)S(=O)(=O)O)C (p-toluenesulphonic acid). Run in C1(=CC=CC=C1)C (toluene). The product is BrC=1C=C(C=CC1)C1OCCO1 (2-(m-Bromophenyl)-1,3-dioxolane). The yield is 100.6%. Reaction SMILES: [Br:1][C:2]1[CH:3]=[C:4]([CH:7]=[CH:8][CH:9]=1)[CH:5]=[O:6].[CH2:10](O)[CH2:11][OH:12].C1(C)C=CC(S(O)(=O)=O)=CC=1>C1(C)C=CC=CC=1>[Br:1][C:2]1[CH:3]=[C:4]([CH:5]2[O:12][CH2:11][CH2:10][O:6]2)[CH:7]=[CH:8][CH:9]=1. Procedure details: To a stirred solution of 3-bromobenzaldehyde (5.00 g, 27.0 mmol) in toluene (35 ml) was added ethylene glycol (4.52 ml, 81.1 mmol) and p-toluenesulphonic acid (0.5 g). The mixture was heated to reflux for 2 hours, cooled, and washed with water and saturated sodium hydrogen carbonate solution. The organic layer was dried over MgSO4. The solvent was removed under reduced pressure to give the desired product as a colourless oil (6.22 g, 100%). δH (CDCl3) 4.09 (4H, m), 5.79 (1H, s), 7.2-7.7 (4H) ppm... Reactants: S1C=NC(=C1)C=O (thiazole-4-carboxaldehyde), FC(F)(F)[Si](C)(C)C (trifluoromethyltrimethylsilane), solution, [F-].C(CCC)[N+](CCCC)(CCCC)CCCC (tetrabutylammonium fluoride). The solvent is C1CCOC1 (THF). Yields the product FC(C(O)C=1N=CSC1)(F)F (2,2,2-Trifluoro-1-thiazol-4-ylethanol). The yield is 33.4%. As a reaction SMILES: [S:1]1[CH:5]=[C:4]([CH:6]=[O:7])[N:3]=[CH:2]1.[F-].C([N+](CCCC)(CCCC)CCCC)CCC.[F:26][C:27]([Si](C)(C)C)([F:29])[F:28]>C1COCC1>[F:26][C:27]([F:29])([F:28])[CH:6]([C:4]1[N:3]=[CH:2][S:1][CH:5]=1)[OH:7] |f:1.2|. Reported procedure: The method described in Example 4 (step 4.5.) is followed. Starting from 1 g (8.84 mmol) of thiazole-4-carboxaldehyde, 0.10 ml (0.10 mmol) of a 1M solution of tetrabutylammonium fluoride in THF and 1.38 g (9.72 mmol) of trifluoromethyltrimethylsilane (TMS-CF3), and after chromatography on silica gel, eluting with a 98/2 mixture of dichloromethane and methanol, gives 0.54 g of pure product in the form of a colourless oil. Reactants: COc1ccc(C)cc1NC(=O)Nc1cnc(Br)cn1, C[O-], CN1CCCC1=O, CCOC(C)=O, [Na+]. Product: COc1cnc(NC(=O)Nc2cc(C)ccc2OC)cn1. As a reaction SMILES: [Br:1][c:2]1[n:3][cH:4][c:5]([NH:8][C:9](=[O:10])[NH:11][c:12]2[c:13]([O:19][CH3:20])[cH:14][cH:15][c:16]([CH3:18])[cH:17]2)[n:6][cH:7]1.[CH3:21][O-:22].[CH3:24][N:25]1[CH2:26][CH2:27][CH2:28][C:29]1=[O:30].[CH3:31][CH2:32][O:33][C:34](=[O:35])[CH3:36].[Na+:23]>>[c:2]1([O:22][CH3:21])[n:3][cH:4][c:5]([NH:8][C:9](=[O:10])[NH:11][c:12]2[c:13]([O:19][CH3:20])[cH:14][cH:15][c:16]([CH3:18])[cH:17]2)[n:6][cH:7]1. The reactants are C(=C\C1=CC=CC=C1)/CC(=O)O ((E)-styrylacetic acid), CS(=O)(=O)O (methanesulphonic acid), C[O-].[Na+] (sodium methylate). The solvent is CO (methanol), C(OC)(OC)OC (trimethyl orthoformate). Product: C1(=CC=CC=C1)/C=C/CC(=O)OC (methyl (E)-4-phenyl-but-3-enoate). RXN SMILES: [CH:1](/[CH2:9][C:10]([OH:12])=[O:11])=[CH:2]\[C:3]1[CH:8]=[CH:7][CH:6]=[CH:5][CH:4]=1.[CH3:13]S(O)(=O)=O.C[O-].[Na+]>CO.C(OC)(OC)OC>[C:3]1(/[CH:2]=[CH:1]/[CH2:9][C:10]([O:12][CH3:13])=[O:11])[CH:8]=[CH:7][CH:6]=[CH:5][CH:4]=1 |f:2.3|. Procedure: A solution of 3.24 mg (20 mmol) of (E)-styrylacetic acid in 20 ml of methanol, 2 ml of trimethyl orthoformate and 192 mg (2 mmol) of methanesulphonic acid was stirred at 50° C. under argon for one hour. For the working-up, the mixture was neutralized with 2 mmol of sodium methylate and subsequently the solvent mixture was distilled off under reduced pressure. There was obtained methyl (E)-4-phenyl-but-3-enoate as a colourless liquid in quantitative yield; MS: 176 (M)+. Reactants: NCC(=O)C1=CC=C(C=C1)[N+](=O)[O-] (2-amino-1-(4-nitrophenyl)ethanone), C=O (paraformaldehyde), C(#N)[BH3-].[Na+] (sodium cyanoborohydride), C(C)(=O)O (acetic acid). Solvent: CO (methanol). Conditions: time 18 hour. Yields the product CN(CC(O)C1=CC=C(C=C1)[N+](=O)[O-])C (2-(Dimethylamino)-1-(4-nitrophenyl)ethanol). Yield: 34.0%. As a reaction SMILES: N[CH2:2][C:3]([C:5]1[CH:10]=[CH:9][C:8]([N+:11]([O-:13])=[O:12])=[CH:7][CH:6]=1)=[O:4].C=O.[C:16]([BH3-])#[N:17].[Na+].[C:20](O)(=O)C>CO>[CH3:20][N:17]([CH3:16])[CH2:2][CH:3]([C:5]1[CH:10]=[CH:9][C:8]([N+:11]([O-:13])=[O:12])=[CH:7][CH:6]=1)[OH:4] |f:2.3|. Procedure details: To a solution of 2-amino-1-(4-nitrophenyl)ethanone (500 mg, 2.30 mmol), paraformaldehyde (207 mg, 6.90 mmol), and sodium cyanoborohydride (433 mg, 6.90 mmol) in methanol (30 mL) was added acetic acid (catalytic) and the reaction stirred at room temperature for 18 h. The reaction mixture was quenched with water and the layers were separated. The combined organic layers were dried over anhydrous sodium sulfate, filtered, concentrated, and chromatographed (CH2Cl2/MeOH) to afford the desired product... The reactants are C=O, COC(=O)C1CCCN1, Cl, N#C[K], O. The product is COC(=O)C1CCCN1CC#N. As a reaction SMILES: [CH2:11]=[O:12].[CH3:2][O:3][C:4](=[O:5])[CH:6]1[NH:7][CH2:8][CH2:9][CH2:10]1.[ClH:1].[K:13][C:14]#[N:15].[OH2:16]>>[CH3:2][O:3][C:4](=[O:5])[CH:6]1[N:7]([CH2:11][C:14]#[N:15])[CH2:8][CH2:9][CH2:10]1. Starting materials: C[Si](C)(C)[N-][Si](C)(C)C.[K+] (Potassium bis(trimethylsilyl)amide), IC1=CC=C(C=C1)C(CC1=CC=C(C=C1)OC)=O (1-(4-iodophenyl)-2-(4-methoxyphenyl)ethanone), COC=1C=C(CCl)C=CC1 (3-methoxybenzyl chloride). Run in C1CCOC1 (THF). Yield: 82.9%. As a reaction SMILES: C[Si]([N-][Si](C)(C)C)(C)C.[K+].[I:11][C:12]1[CH:17]=[CH:16][C:15]([C:18](=[O:28])[CH2:19][C:20]2[CH:25]=[CH:24][C:23]([O:26][CH3:27])=[CH:22][CH:21]=2)=[CH:14][CH:13]=1.[CH3:29][O:30][C:31]1[CH:32]=[C:33]([CH:36]=[CH:37][CH:38]=1)[CH2:34]Cl>C1COCC1>[I:11][C:12]1[CH:17]=[CH:16][C:15]([C:18](=[O:28])[CH:19]([C:20]2[CH:25]=[CH:24][C:23]([O:26][CH3:27])=[CH:22][CH:21]=2)[CH2:34][C:33]2[CH:36]=[CH:37][CH:38]=[C:31]([O:30][CH3:29])[CH:32]=2)=[CH:14][CH:13]=1 |f:0.1|. Run at time 3.5 hour. Procedure: Potassium bis(trimethylsilyl)amide (2.5 g, 12.5 mmol) was added to a solution of 1-(4-iodophenyl)-2-(4-methoxyphenyl)ethanone (4.225 g, 12.00 mmol) and THF (60 mL) at rt under N2. After 3.5 h, 3-methoxybenzyl chloride (2.2 mL, 15 mmol) was added. After 2.5 days, the reaction was quenched with saturated aqueous ammonium chloride solution (100 mL) and extracted with ethyl acetate (150 mL). The ethyl acetate extract was dried (MgSO4), filtered, concentrated, and purified by silica gel chromatograph... The product is IC1=CC=C(C=C1)C(C(CC1=CC(=CC=C1)OC)C1=CC=C(C=C1)OC)=O (1-(4-iodophenyl)-3-(3-methoxyphenyl)-2-(4-methoxyphenyl)propan-1-one).